This data is from the Open Reaction Database (ORD), a public repository of structured organic reaction records. The task is: describe an organic reaction: reactants, conditions, products, and yield The reactants are FC=1C=C(C=CC1)C1=CC(=NN1C1=CC=C(C=C1)F)C(=O)O (5-(3-Fluorophenyl)-1-(4-fluorophenyl)-1H-pyrazole-3-carboxylic acid), ClC=1C=C(C=CC1F)N1N=C(C=C1C1=CC(=CC(=C1)F)Cl)C(=O)N1CNC(C1)=O (1-{[1-(3-Chloro-4-fluorophenyl)-5-(3-chloro-5-fluorophenyl)-1H-pyrazol-3-yl]carbonyl}imidazolidin-4-one). The product is FC=1C=C(C=CC1)C1=CC(=NN1C1=CC=C(C=C1)F)C(=O)N1CNC(C1)=O (1-{[5-(3-Fluorophenyl)-1-(4-fluorophenyl)-1H-pyrazol-3-yl]carbonyl}imidazolidin-4-one). RXN SMILES: FC1C=C(C2N(C3C=CC(F)=CC=3)N=C(C(O)=O)C=2)C=CC=1.Cl[C:24]1[CH:25]=[C:26]([N:31]2[C:35]([C:36]3[CH:41]=[C:40]([F:42])[CH:39]=[C:38](Cl)[CH:37]=3)=[CH:34][C:33]([C:44]([N:46]3[CH2:50][C:49](=[O:51])[NH:48][CH2:47]3)=[O:45])=[N:32]2)[CH:27]=[CH:28][C:29]=1[F:30]>>[F:42][C:40]1[CH:41]=[C:36]([C:35]2[N:31]([C:26]3[CH:25]=[CH:24][C:29]([F:30])=[CH:28][CH:27]=3)[N:32]=[C:33]([C:44]([N:46]3[CH2:50][C:49](=[O:51])[NH:48][CH2:47]3)=[O:45])[CH:34]=2)[CH:37]=[CH:38][CH:39]=1. Reported procedure: The preparation of the title compound takes place starting from the compound of Example 90A in analogy to the synthesis of the compound of Example 1. 18 mg (47% of theory) of the title compound are obtained. The reactants are Cc1cc(C)c2nc(C)n(Cc3ccc(NCC4CCN(C(=O)OC(C)(C)C)CC4)cc3)c2n1, CCOC(C)=O, ClC(Cl)Cl, Cl, [Na+], [OH-]. Yields the product Cc1cc(C)c2nc(C)n(Cc3ccc(NCC4CCNCC4)cc3)c2n1. RXN SMILES: [C:1]([O:2][C:3](=[O:4])[N:8]1[CH2:9][CH2:10][CH:11]([CH2:14][NH:15][c:16]2[cH:17][cH:18][c:19]([CH2:22][n:23]3[c:24]([CH3:34])[n:25][c:26]4[c:27]3[n:28][c:29]([CH3:33])[cH:30][c:31]4[CH3:32])[cH:20][cH:21]2)[CH2:12][CH2:13]1)([CH3:5])([CH3:6])[CH3:7].[C:35]([O:36][CH2:37][CH3:38])(=[O:39])[CH3:40].[CH:44]([Cl:45])([Cl:46])[Cl:47].[ClH:41].[Na+:43].[OH-:42]>>[NH:8]1[CH2:9][CH2:10][CH:11]([CH2:14][NH:15][c:16]2[cH:17][cH:18][c:19]([CH2:22][n:23]3[c:24]([CH3:34])[n:25][c:26]4[c:27]3[n:28][c:29]([CH3:33])[cH:30][c:31]4[CH3:32])[cH:20][cH:21]2)[CH2:12][CH2:13]1.